From a dataset of the Open Reaction Database (ORD), a public repository of structured organic reaction records. describe an organic reaction: reactants, conditions, products, and yield Reactants: O1C=CC2=C1C=CC(=C2)C#N (benzofuran-5-carbonitrile), [Li]CCCC (nBuLi), hexanes, B(OC)(OC)OC (trimethyl borate), Cl (HCl). The solvent is C1CCOC1 (THF). Run at time 30 minute. Yields the product C(#N)C=1C=CC2=C(C=C(O2)B(O)O)C1 (5-cyanobenzofuran-2-ylboronic acid). Reaction SMILES: [O:1]1[C:5]2[CH:6]=[CH:7][C:8]([C:10]#[N:11])=[CH:9][C:4]=2[CH:3]=[CH:2]1.[Li]CCCC.[B:17](OC)([O:20]C)[O:18]C.Cl>C1COCC1>[C:10]([C:8]1[CH:7]=[CH:6][C:5]2[O:1][C:2]([B:17]([OH:20])[OH:18])=[CH:3][C:4]=2[CH:9]=1)#[N:11]. Procedure: To benzofuran-5-carbonitrile (500 mg, 3.49 mmol) in THF (9.98 mL) at −78° C. was added nBuLi 1.6M in hexanes (2.401 mL, 3.84 mmol) dropwise. The mixture was stirred for 30 min at this temperature, and then trimethyl borate (0.858 mL, 7.68 mmol) was added dropwise. The mixture was stirred for 20 min, and then HCl 2N (11.52 mL, 23.05 mmol) was added. The bath was removed, and stirring continued for 30 min. The mixture was diluted with water and extracted with EtOAc three times, dried over magnesiu... Starting materials: solution, B(Br)(Br)Br (BBr3), CC=1C=C(C=CC1OC)CC(=O)O (3-methyl-4-methoxyphenylacetic acid). Solvent: C(Cl)Cl (CH2Cl2). Product: OC1=C(C=C(C=C1)CC(=O)O)C (4-Hydroxy-3-methyl-phenylacetic Acid). Isolated yield 74.3%. Reaction SMILES: [CH3:1][C:2]1[CH:3]=[C:4]([CH2:10][C:11]([OH:13])=[O:12])[CH:5]=[CH:6][C:7]=1[O:8]C.B(Br)(Br)Br>C(Cl)Cl>[OH:8][C:7]1[CH:6]=[CH:5][C:4]([CH2:10][C:11]([OH:13])=[O:12])=[CH:3][C:2]=1[CH3:1]. Reported procedure: To a solution of 3-methyl-4-methoxyphenylacetic acid (2.3 g., 12.8 mmol) in anh CH2Cl2, cooled to 0° C., was added 15 ml of a solution of BBr3 (1.0 M in CH2Cl2) via syringe. After addition was complete, the reaction was allowed to warm to room temperature and then quenched with 5 ml water. The CH2Cl2 was removed and the residue was extracted with ethyl acetate. The organic layer was dried over MgSO4, filtered and concentrated to yield the title compound (1.58 g, 75% yield): ES-MS (m/z) 167 [M+H]...